From a dataset of the Open Reaction Database (ORD), a public repository of structured organic reaction records. describe an organic reaction: reactants, conditions, products, and yield The reactants are CC(C)O, Cl, O=c1cc(C(F)(F)F)ncn1-c1c(F)cc(C(F)(F)F)cc1[N+](=O)[O-], [Fe], O. The product is Nc1cc(C(F)(F)F)cc(F)c1-n1cnc(C(F)(F)F)cc1=O. As a reaction SMILES: [CH:27]([OH:28])([CH3:29])[CH3:30].[ClH:26].[F:1][c:2]1[c:3](-[n:15]2[cH:16][n:17][c:18]([C:22]([F:23])([F:24])[F:25])[cH:19][c:20]2=[O:21])[c:4]([N+:12]([O-:13])=[O:14])[cH:5][c:6]([C:8]([F:9])([F:10])[F:11])[cH:7]1.[Fe:32].[OH2:31]>>[F:1][c:2]1[c:3](-[n:15]2[cH:16][n:17][c:18]([C:22]([F:23])([F:24])[F:25])[cH:19][c:20]2=[O:21])[c:4]([NH2:12])[cH:5][c:6]([C:8]([F:9])([F:10])[F:11])[cH:7]1.